This data is from the Open Reaction Database (ORD), a public repository of structured organic reaction records. The task is: describe an organic reaction: reactants, conditions, products, and yield Starting materials: C(C1=CC=CC=C1)N1C(N([C@@H](C1)C(=O)OCC1=CC=CC=C1)C([C@H](C)N[C@@H](CCCCCCCC)C(=O)OCC)=O)=O (benzyl (4S)-1-benzyl-3-{(2S)-2-[N-((1S)-1-ethoxycarbonyl-n-nonyl)amino]propionyl}-2-oxo-imidazolidine-4-carboxylate). The reagents and catalysts are [Pd] (palladium black). The product is C(C1=CC=CC=C1)N1C(N([C@@H](C1)C(=O)O)C([C@H](C)N[C@@H](CCCCCCCC)C(=O)OCC)=O)=O ((4S)-1-benzyl-3-{(2S)-2-[N-((1S)-1-ethoxycarbonyl-n-nonyl)amino]propionyl}-2-oxo-imidazolidine-4-carboxylic acid). Isolated yield 89.9%. Reaction SMILES: [CH2:1]([N:8]1[CH2:12][C@@H:11]([C:13]([O:15]CC2C=CC=CC=2)=[O:14])[N:10]([C:23](=[O:41])[C@@H:24]([NH:26][C@H:27]([C:36]([O:38][CH2:39][CH3:40])=[O:37])[CH2:28][CH2:29][CH2:30][CH2:31][CH2:32][CH2:33][CH2:34][CH3:35])[CH3:25])[C:9]1=[O:42])[C:2]1[CH:7]=[CH:6][CH:5]=[CH:4][CH:3]=1>[Pd]>[CH2:1]([N:8]1[CH2:12][C@@H:11]([C:13]([OH:15])=[O:14])[N:10]([C:23](=[O:41])[C@@H:24]([NH:26][C@H:27]([C:36]([O:38][CH2:39][CH3:40])=[O:37])[CH2:28][CH2:29][CH2:30][CH2:31][CH2:32][CH2:33][CH2:34][CH3:35])[CH3:25])[C:9]1=[O:42])[C:2]1[CH:7]=[CH:6][CH:5]=[CH:4][CH:3]=1. Procedure details: 2.7 g of benzyl (4S)-1-benzyl-3-{(2S)-2-[N-((1S)-1-ethoxycarbonyl-n-nonyl)amino]propionyl}-2-oxo-imidazolidine-4-carboxylate and 100 mg of palladium black are treated in the same manner as described in Example 1-(2), whereby 2.05 g of (4S)-1-benzyl-3-{(2S)-2-[N-((1S)-1-ethoxycarbonyl-n-nonyl)amino]propionyl}-2-oxo-imidazolidine-4-carboxylic acid are obtained as colorless crystals. Yield: 89.9% The reactants are ClC1=C(C=C(C=C1)C1NC2=CC=C(C=C2CC1(C)C)C(=O)OC)NC(=O)C1CCCCC1 (methyl 2-(4-chloro-3-(cyclohexanecarboxamido)phenyl)-3,3-dimethyl-1,2,3,4-tetrahydroquinoline-6-carboxylate), [OH-].[Na+] (sodium hydroxide). Solvent: CO (methanol), O (water). The product is ClC1=C(C=C(C=C1)C1NC2=CC=C(C=C2CC1(C)C)C(=O)O)NC(=O)C1CCCCC1 (2-(4-chloro-3-(cyclohexanecarboxamido)phenyl)-3,3-dimethyl-1,2,3,4-tetrahydroquinoline-6-carboxylic acid). The yield is 13.6%. As a reaction SMILES: [Cl:1][C:2]1[CH:7]=[CH:6][C:5]([CH:8]2[C:17]([CH3:19])([CH3:18])[CH2:16][C:15]3[C:10](=[CH:11][CH:12]=[C:13]([C:20]([O:22]C)=[O:21])[CH:14]=3)[NH:9]2)=[CH:4][C:3]=1[NH:24][C:25]([CH:27]1[CH2:32][CH2:31][CH2:30][CH2:29][CH2:28]1)=[O:26].[OH-].[Na+]>CO.O>[Cl:1][C:2]1[CH:7]=[CH:6][C:5]([CH:8]2[C:17]([CH3:18])([CH3:19])[CH2:16][C:15]3[C:10](=[CH:11][CH:12]=[C:13]([C:20]([OH:22])=[O:21])[CH:14]=3)[NH:9]2)=[CH:4][C:3]=1[NH:24][C:25]([CH:27]1[CH2:32][CH2:31][CH2:30][CH2:29][CH2:28]1)=[O:26] |f:1.2|. Procedure details: To a solution of methyl 2-(4-chloro-3-(cyclohexanecarboxamido)phenyl)-3,3-dimethyl-1,2,3,4-tetrahydroquinoline-6-carboxylate (380 mg, 0.835 mmol) in methanol (15 mL) was added a solution of sodium hydroxide (270 mg, 6.68 mmol) in water (6.8 mL). The mixture was stirred and heated to reflux for 5 h. The mixture was evaporated, and the residue was dissolved in 15 mL of water. The aqueous solution was acidified to pH=3 with 1M hydrochloric acid. The precipitated solid was collected by filtration, a...